describe an organic reaction: reactants, conditions, products, and yield From a dataset of the Open Reaction Database (ORD), a public repository of structured organic reaction records. The reagents and catalysts are CN(C1=CC=NC=C1)C (4-dimethylaminopyridine). Reported procedure: 4-Chloro-6,7-dimethoxyquinoline (100 mg), 2-hydroxy-4-n-octoxybenzophenone (652 mg), and 4-dimethylaminopyridine (244 mg) were suspended in o-dichlorobenzene (1 ml), and the suspension was stirred at 120° C. for 6 hr. The reaction solution was cooled to room temperature, and the solvent was removed by distillation under the reduced pressure. Water was then added to the residue, and the mixture was extracted with chloroform. The chloroform layer was washed with water and was dried over anhydrous ... Reaction conditions: temperature 120 celsius, time 6 hour. Run in ClC1=C(C=CC=C1)Cl (o-dichlorobenzene). Reaction SMILES: Cl[C:2]1[C:11]2[C:6](=[CH:7][C:8]([O:14][CH3:15])=[C:9]([O:12][CH3:13])[CH:10]=2)[N:5]=[CH:4][CH:3]=1.[OH:16][C:17]1[CH:30]=[C:29]([O:31][CH2:32][CH2:33][CH2:34][CH2:35][CH2:36][CH2:37][CH2:38][CH3:39])[CH:28]=[CH:27][C:18]=1[C:19]([C:21]1[CH:26]=[CH:25][CH:24]=[CH:23][CH:22]=1)=[O:20]>CN(C)C1C=CN=CC=1.ClC1C=CC=CC=1Cl>[CH3:13][O:12][C:9]1[CH:10]=[C:11]2[C:6](=[CH:7][C:8]=1[O:14][CH3:15])[N:5]=[CH:4][CH:3]=[C:2]2[O:16][C:17]1[CH:30]=[C:29]([O:31][CH2:32][CH2:33][CH2:34][CH2:35][CH2:36][CH2:37][CH2:38][CH3:39])[CH:28]=[CH:27][C:18]=1[C:19]([C:21]1[CH:22]=[CH:23][CH:24]=[CH:25][CH:26]=1)=[O:20]. Reactants: ClC1=CC=NC2=CC(=C(C=C12)OC)OC (4-Chloro-6,7-dimethoxyquinoline), OC1=C(C(=O)C2=CC=CC=C2)C=CC(=C1)OCCCCCCCC (2-hydroxy-4-n-octoxybenzophenone). The yield is 37.0%. Yields the product COC=1C=C2C(=CC=NC2=CC1OC)OC1=C(C=CC(=C1)OCCCCCCCC)C(=O)C1=CC=CC=C1 ({2-[(6,7-Dimethoxy-4-quinolyl)oxy]-4-octoxyphenyl}-(phenyl)methanone). The reactants are BrC1=C(C=C(C=C1)C(=O)N1CCC2(CC1)OC=1C=CC=CC1C=1N(N=CC12)C)OC ((4-bromo-3-methoxyphenyl)(1-methyl-1H-spiro[chromeno[4,3-c]pyrazole-4,4′-piperidine]-1′-yl)methanone), C1(CC1)B(O)O (cyclopropylboronic acid), C(=O)([O-])[O-].[K+].[K+] (K2CO3). Solvent: CN(C)C=O (DMF). Reaction conditions: temperature 120 celsius. Product: C1(CC1)C1=C(C=C(C=C1)C(=O)N1CCC2(CC1)OC=1C=CC=CC1C=1N(N=CC12)C)OC ((4-Cyclopropyl-3-methoxy-phenyl)-(1-methyl-1H-spiro[chromeno[4,3-c]pyrazole-4,4′-piperidine]-1′-yl)methanone). RXN SMILES: Br[C:2]1[CH:7]=[CH:6][C:5]([C:8]([N:10]2[CH2:15][CH2:14][C:13]3([C:27]4[CH:26]=[N:25][N:24]([CH3:28])[C:23]=4[C:22]4[CH:21]=[CH:20][CH:19]=[CH:18][C:17]=4[O:16]3)[CH2:12][CH2:11]2)=[O:9])=[CH:4][C:3]=1[O:29][CH3:30].[CH:31]1(B(O)O)[CH2:33][CH2:32]1.C([O-])([O-])=O.[K+].[K+]>CN(C=O)C>[CH:31]1([C:2]2[CH:7]=[CH:6][C:5]([C:8]([N:10]3[CH2:15][CH2:14][C:13]4([C:27]5[CH:26]=[N:25][N:24]([CH3:28])[C:23]=5[C:22]5[CH:21]=[CH:20][CH:19]=[CH:18][C:17]=5[O:16]4)[CH2:12][CH2:11]3)=[O:9])=[CH:4][C:3]=2[O:29][CH3:30])[CH2:33][CH2:32]1 |f:2.3.4|. Reported procedure: To a microwave vial was added (4-bromo-3-methoxyphenyl)(1-methyl-1H-spiro[chromeno[4,3-c]pyrazole-4,4′-piperidine]-1′-yl)methanone (70 mg, 0.15 mmol), cyclopropylboronic acid (26 mg, 0.30 mmol), Fibre cat (49 mg, 0.0075 mmol), DMF (0.7 mL), and K2CO3 (150 μL of 3.0 M, 0.45 mmol). The vial was purged with nitrogen and was heated at 120° C. for 2 hours. The reaction was filtered and purified by HPLC (20-99%) MeOH:H2O. ESI-MS m/z calc. 429.2, found 430.4 (M+1)+. Retention time: 2.95 minutes (4 min ... The reactants are C(C1=CC=CC=C1)OC(=O)C1=CC=2C(=CC=C3C=NN(C23)C[C@H](C)NC(=O)OCC2=CC=CC=C2)O1 (1-((S)-2-Benzyloxycarbonylaminopropyl)-1H-furo[2,3-g]indazole-7-carboxylic acid benzyl ester), C(O)CN (ethanolamine), [Cl-].[NH4+] (ammonium chloride). Yields the product C(C1=CC=CC=C1)OC(N[C@H](CN1N=CC2=CC=C3C(=C12)C=C(O3)C(NCCO)=O)C)=O ([(S)-2-[7-(2-Hydroxyethylcarbamoyl)-furo[2,3-g]indazol-1-yl]-1-methylethyl]-carbamic acid benzyl ester). The yield is 57.0%. Reaction SMILES: C(O[C:9]([C:11]1[O:36][C:14]2=[CH:15][CH:16]=[C:17]3[C:21]([N:20]([CH2:22][C@@H:23]([NH:25][C:26]([O:28][CH2:29][C:30]4[CH:35]=[CH:34][CH:33]=[CH:32][CH:31]=4)=[O:27])[CH3:24])[N:19]=[CH:18]3)=[C:13]2[CH:12]=1)=[O:10])C1C=CC=CC=1.[Cl-].[NH4+].[CH2:39]([CH2:41][NH2:42])[OH:40]>>[CH2:29]([O:28][C:26](=[O:27])[NH:25][C@@H:23]([CH3:24])[CH2:22][N:20]1[C:21]2[C:17](=[CH:16][CH:15]=[C:14]3[O:36][C:11]([C:9](=[O:10])[NH:42][CH2:41][CH2:39][OH:40])=[CH:12][C:13]3=2)[CH:18]=[N:19]1)[C:30]1[CH:35]=[CH:34][CH:33]=[CH:32][CH:31]=1 |f:1.2|. Procedure: A stirred solution of the product from Step A, Example 2 (0.44 g, 0.91 mmol) in ethanolamine was heated at 80° C. for 8 h. A saturated aqueous solution of ammonium chloride (20 mL) was added and the mixture was extracted with ethyl acetate (3×50 mL). The combined extracts were washed with brine, dried and evaporated to a residue, which was purified by chromatography (silica, 60% ethyl acetate in hexane) to give an oil (0.23 g, 57%): MS (ES) m/z 437 (M+); 1H NMR (CDCl3) δ 8.00 (s, 1H), 7.69 (d, 1... The reactants are C(C)OC(C(CC1=CC=C(C=C1)O)(C)OC1=CC(=C(C=C1)F)F)=O (2-(3,4-difluoro-phenoxy)-3-(4-hydroxy-phenyl)-2-methyl-propionic acid ethyl ester), CC1=C(N=C(O1)C1(CCCCC1)C)CCOS(=O)(=O)C1=CC=C(C=C1)C (toluene-4-sulfonic acid 2-[5-methyl-2-(1-methylcyclohexyl)oxazol-4-yl)-ethyl ester). Yields the product FC=1C=C(OC(C(=O)O)(CC2=CC=C(C=C2)OCCC=2N=C(OC2C)C2(CCCCC2)C)C)C=CC1F (2-(3,4-Difluoro-phenoxy)-2-methyl-3-(4-{2-[5-methyl-2-(1-methyl-cyclohexyl)-oxazol-4-yl]-ethoxy}-phenyl)-propionic acid). As a reaction SMILES: C([O:3][C:4](=[O:24])[C:5]([O:15][C:16]1[CH:21]=[CH:20][C:19]([F:22])=[C:18]([F:23])[CH:17]=1)([CH3:14])[CH2:6][C:7]1[CH:12]=[CH:11][C:10]([OH:13])=[CH:9][CH:8]=1)C.[CH3:25][C:26]1[O:30][C:29]([C:31]2([CH3:37])[CH2:36][CH2:35][CH2:34][CH2:33][CH2:32]2)=[N:28][C:27]=1[CH2:38][CH2:39]OS(C1C=CC(C)=CC=1)(=O)=O>>[F:23][C:18]1[CH:17]=[C:16]([CH:21]=[CH:20][C:19]=1[F:22])[O:15][C:5]([CH3:14])([CH2:6][C:7]1[CH:12]=[CH:11][C:10]([O:13][CH2:39][CH2:38][C:27]2[N:28]=[C:29]([C:31]3([CH3:37])[CH2:36][CH2:35][CH2:34][CH2:33][CH2:32]3)[O:30][C:26]=2[CH3:25])=[CH:9][CH:8]=1)[C:4]([OH:3])=[O:24]. Procedure details: The title compound was prepared from 2-(3,4-difluoro-phenoxy)-3-(4-hydroxy-phenyl)-2-methyl-propionic acid ethyl ester and toluene-4-sulfonic acid 2-[5-methyl-2-(1-methylcyclohexyl)oxazol-4-yl)-ethyl ester using the method of Example 56. 1H NMR (400 MHz, CDCl3) δ 7.15 (d, 2H, J=8.60 Hz), 7.00 (q, 1H, J=8.99 Hz), 6.79 (d, 2H, J=8.60 Hz), 6.77-6.74 (m, 1H), 6.63-6.61 (m, 1H), 4.12 (t, 2H, J=6.25 Hz), 3.19 (d, 1H, J=14.08 Hz), 3.09 (d, 1H, J=14.08 Hz), 2.97 (t, 2H, J=6.25 Hz), 2.31 (s, 3H), 2.16-2.... Starting materials: NC1N(C(C2=CC=CC=C12)=O)CC1=CC=CC=C1 (3-Amino-2-benzyl-2,3-dihydro-isoindol-1-one), C([O-])([O-])=O.[K+].[K+] (potassium carbonate), BrCC(=O)OCC (ethyl bromoacetate). The solvent is O1CCOCC1 (dioxane). Product: EtOAc-Hexanes, C(C)OC(C)=O.C(C1=CC=CC=C1)N1C(C2=CC=CC=C2C1=O)N ((2-Benzyl-3-oxo-2,3-dihydro-1H-isoindol-1-ylamine)-acetic acid ethyl ester). Isolated yield 54.7%. RXN SMILES: [NH2:1][CH:2]1[C:10]2[C:5](=[CH:6][CH:7]=[CH:8][CH:9]=2)[C:4](=[O:11])[N:3]1[CH2:12][C:13]1[CH:18]=[CH:17][CH:16]=[CH:15][CH:14]=1.C(=O)([O-])[O-].[K+].[K+].Br[CH2:26][C:27]([O:29][CH2:30][CH3:31])=[O:28]>O1CCOCC1>[CH2:30]([O:29][C:27](=[O:28])[CH3:26])[CH3:31].[CH2:12]([N:3]1[C:4](=[O:11])[C:5]2[C:10](=[CH:9][CH:8]=[CH:7][CH:6]=2)[CH:2]1[NH2:1])[C:13]1[CH:14]=[CH:15][CH:16]=[CH:17][CH:18]=1 |f:1.2.3,6.7|. Procedure details: To a solution of compound 24 (400 mg, 1.68 mmol) in dioxane (5 mL) was added potassium carbonate (695 mg, 5.04 mmol) and ethyl bromoacetate (0.56 mL, 5.04 mmol) and the resulting reaction mixture is allowed to stir at reflux for 18 hours. The reaction mixture is poured onto water and extracted with ethyl acetate (3×20 mL). The combined ethyl acetate extracts were dried over anhydrous sodium sulfate and concentrated in vacuo. Chromatography (SiO2, 40% EtOAc-Hexanes eluant) provided 300 mg of 25 a...